Dataset: the Open Reaction Database (ORD), a public repository of structured organic reaction records. Task: describe an organic reaction: reactants, conditions, products, and yield The reactants are NCC(CCC)(O)C1=NC=CC(=C1)C (1-amino-2-(4-methylpyridin-2-yl)pentan-2-ol), CC1=CC=CC(=N1)C#N (6-methylpicolinonitrile), C(CC)[Mg]Br (propyl magnesium bromide). Yields the product NCC(CCC)(O)C1=NC(=CC=C1)C (1-amino-2-(6-methylpyridin-2-yl)pentan-2-ol). Reaction SMILES: [NH2:1][CH2:2][C:3]([C:8]1[CH:13]=[C:12](C)[CH:11]=[CH:10][N:9]=1)([OH:7])[CH2:4][CH2:5][CH3:6].[CH3:15]C1N=C(C#N)C=CC=1.C([Mg]Br)CC>>[NH2:1][CH2:2][C:3]([C:8]1[CH:13]=[CH:12][CH:11]=[C:10]([CH3:15])[N:9]=1)([OH:7])[CH2:4][CH2:5][CH3:6]. Procedure details: The title material was prepared as described for the synthesis of 1-amino-2-(4-methylpyridin-2-yl)pentan-2-ol (Example L) in using 6-methylpicolinonitrile and propyl magnesium bromide. LC/MS (M+H)+: 195. HPLC ret. time (Condition E): 1.068 min. Procedure details: Mono-O-(5,9,13-trimethyltetradecyl)pentaerythritol (formula (12) above) and pure water were homogeneously mixed in accordance with the same procedure as in Example 3 to obtain the sample of mono-O-(5,9,13-trimethyltetradecyl)pentaerythritol/water system. The sample of mono-O-(5,9,13-trimethyltetradecyl)pentaerythritol/water system was subjected to the penetration experiment under a polarizing microscope, SAXS analysis, and dhc value determination based on the results of SAXS analysis in the same... The product is CC(CCCCOCC(CO)(CO)CO)CCCC(CCCC(C)C)C.O (mono-O-(5,9,13-trimethyltetradecyl)pentaerythritol water). Starting materials: CC(CCCCOCC(CO)(CO)CO)CCCC(CCCC(C)C)C (Mono-O-(5,9,13-trimethyltetradecyl)pentaerythritol). Reaction SMILES: [CH3:1][CH:2]([CH2:16][CH2:17][CH2:18][CH:19]([CH3:26])[CH2:20][CH2:21][CH2:22][CH:23]([CH3:25])[CH3:24])[CH2:3][CH2:4][CH2:5][CH2:6][O:7][CH2:8][C:9]([CH2:14][OH:15])([CH2:12][OH:13])[CH2:10][OH:11]>O>[CH3:1][CH:2]([CH2:16][CH2:17][CH2:18][CH:19]([CH3:26])[CH2:20][CH2:21][CH2:22][CH:23]([CH3:25])[CH3:24])[CH2:3][CH2:4][CH2:5][CH2:6][O:7][CH2:8][C:9]([CH2:12][OH:13])([CH2:14][OH:15])[CH2:10][OH:11].[OH2:7] |f:2.3|. Solvent: O (water). Reactants: COC(C[C@@H]1OC(O[C@@H](C1)C=CC1=CC=CC=C1)(C)C)=O (Cis-2,2-dimethyl-6-(2-phenylethenyl)-1,3-dioxane-4-acetic acid methyl ester), O=[O+][O-] (ozone). The solvent is CO (methanol). The product is CC1(OC(CC(O1)CC(=O)OC)C=O)C (Methyl 2,2-dimethyl-6-formyl-1,3-dioxane-4-acetate). RXN SMILES: [CH3:1][O:2][C:3](=[O:21])[CH2:4][C@H:5]1[CH2:10][C@@H:9]([CH:11]=CC2C=CC=CC=2)[O:8][C:7]([CH3:20])([CH3:19])[O:6]1.[O:22]=[O+][O-]>CO>[CH3:20][C:7]1([CH3:19])[O:6][CH:5]([CH2:4][C:3]([O:2][CH3:1])=[O:21])[CH2:10][CH:9]([CH:11]=[O:22])[O:8]1. Procedure: Cis-2,2-dimethyl-6-(2-phenylethenyl)-1,3-dioxane-4-acetic acid methyl ester (prepared in Example 133) was dissolved in methanol (10 mL) and ozone was passed through the solution at -78° C. until the color of the solution turned blue. The reaction mixture was purged with nitrogen to remove excess ozone then dimethyl sulfide was added and the temperature was allowed to warm up to room temperature. The reaction was evaporated in vacuo and the residual oil was purified by chromatography on silica ge... The reactants are CC(C)(CC=CC(=O)O)NC(=O)OC(C)(C)C, ClCCl, CCN=C=NCCCN(C)C, CNC(=O)C(Cc1cccs1)N(C)C(=O)C(Cc1ccc2ccccc2c1)NC, CC(C)NC(C)C, Cl, O. The product is CNC(=O)C(Cc1cccs1)N(C)C(=O)C(Cc1ccc2ccccc2c1)N(C)C(=O)C=CCC(C)(C)NC(=O)OC(C)(C)C. Reaction SMILES: [C:1]([CH3:2])([CH3:3])([CH3:4])[O:5][C:6](=[O:7])[NH:8][C:9]([CH2:10][CH:11]=[CH:12][C:13](=[O:14])[OH:15])([CH3:16])[CH3:17].[CH2:66]([Cl:67])[Cl:68].[CH3:19][N:20]([CH3:21])[CH2:22][CH2:23][CH2:24][N:25]=[C:26]=[N:27][CH2:28][CH3:29].[CH3:30][N:31]([C:32]([CH:33]([CH2:34][c:35]1[cH:36][c:37]2[cH:38][cH:39][cH:40][cH:41][c:42]2[cH:43][cH:44]1)[NH:45][CH3:46])=[O:47])[CH:48]([CH2:49][c:50]1[s:51][cH:52][cH:53][cH:54]1)[C:55]([NH:56][CH3:57])=[O:58].[CH:59]([NH:60][CH:61]([CH3:62])[CH3:63])([CH3:64])[CH3:65].[ClH:18].[OH2:69]>>[C:1]([CH3:2])([CH3:3])([CH3:4])[O:5][C:6](=[O:7])[NH:8][C:9]([CH2:10][CH:11]=[CH:12][C:13](=[O:15])[N:45]([CH:33]([C:32]([N:31]([CH3:30])[CH:48]([CH2:49][c:50]1[s:51][cH:52][cH:53][cH:54]1)[C:55]([NH:56][CH3:57])=[O:58])=[O:47])[CH2:34][c:35]1[cH:36][c:37]2[cH:38][cH:39][cH:40][cH:41][c:42]2[cH:43][cH:44]1)[CH3:46])([CH3:16])[CH3:17]. RXN SMILES: [Br:27][CH2:28][c:29]1[c:30]([CH3:38])[cH:31][c:32]([N+:35](=[O:36])[O-:37])[cH:33][cH:34]1.[CH2:39]1[O:40][CH2:41][CH2:42][CH2:43]1.[CH3:17][Si:18]([N-:19][Si:20]([CH3:21])([CH3:22])[CH3:23])([CH3:24])[CH3:25].[F:1][c:2]1[c:3]([C:4](=[O:5])[NH:6][c:7]2[n:8][nH:9][cH:10][cH:11]2)[c:12]([F:16])[cH:13][cH:14][cH:15]1.[Li+:26]>>[F:1][c:2]1[c:3]([C:4](=[O:5])[NH:6][c:7]2[n:8][n:9]([CH2:28][c:29]3[c:30]([CH3:38])[cH:31][c:32]([N+:35](=[O:36])[O-:37])[cH:33][cH:34]3)[cH:10][cH:11]2)[c:12]([F:16])[cH:13][cH:14][cH:15]1. The product is Cc1cc([N+](=O)[O-])ccc1Cn1ccc(NC(=O)c2c(F)cccc2F)n1. The reactants are Cc1cc([N+](=O)[O-])ccc1CBr, C1CCOC1, C[Si](C)(C)[N-][Si](C)(C)C, O=C(Nc1cc[nH]n1)c1c(F)cccc1F, [Li+]. The reactants are O=C(O)C(F)(F)F, CC(C)(C)OC(=O)c1ccc(N2CCc3ccccc32)cc1Nc1ccc2sccc2c1. The product is O=C(O)c1ccc(N2CCc3ccccc32)cc1Nc1ccc2sccc2c1. Reaction SMILES: [OH:33][C:34]([C:35]([F:36])([F:37])[F:38])=[O:39].[s:1]1[cH:2][cH:3][c:4]2[c:5]1[cH:6][cH:7][c:8]([NH:10][c:11]1[c:12]([C:13](=[O:14])[O:15][C:16]([CH3:17])([CH3:18])[CH3:19])[cH:20][cH:21][c:22]([N:24]3[CH2:25][CH2:26][c:27]4[cH:28][cH:29][cH:30][cH:31][c:32]43)[cH:23]1)[cH:9]2>>[s:1]1[cH:2][cH:3][c:4]2[c:5]1[cH:6][cH:7][c:8]([NH:10][c:11]1[c:12]([C:13](=[O:14])[OH:15])[cH:20][cH:21][c:22]([N:24]3[CH2:25][CH2:26][c:27]4[cH:28][cH:29][cH:30][cH:31][c:32]43)[cH:23]1)[cH:9]2. The reactants are Cl (HCl), alkylated ester, C(=O)(OCC)C1(N(CC2=CC(=C(C=C2C1)OC)OC)C)CCCC(C#N)(C(C)C)C1=CC(=C(C=C1)OC)OC (3-carboethoxy-3-[4-(3,4-dimethoxyphenyl)-4-isopropyl-4-cyanobutyl]-6,7-dimethoxy-N-methyl-1,2,3,4-tetrahydroisoquinoline). As a reaction SMILES: [C:1]([C:6]1([CH2:21][CH2:22][CH2:23][C:24]([C:30]2[CH:35]=[CH:34][C:33]([O:36][CH3:37])=[C:32]([O:38][CH3:39])[CH:31]=2)([CH:27]([CH3:29])[CH3:28])[C:25]#[N:26])[CH2:15][C:14]2[C:9](=[CH:10][C:11]([O:18][CH3:19])=[C:12]([O:16][CH3:17])[CH:13]=2)[CH2:8][N:7]1[CH3:20])([O:3]CC)=[O:2].[ClH:40]>>[Cl-:40].[C:1]([C:6]1([CH2:21][CH2:22][CH2:23][C:24]([C:30]2[CH:35]=[CH:34][C:33]([O:36][CH3:37])=[C:32]([O:38][CH3:39])[CH:31]=2)([CH:27]([CH3:29])[CH3:28])[C:25]#[N:26])[CH2:15][C:14]2[C:9](=[CH:10][C:11]([O:18][CH3:19])=[C:12]([O:16][CH3:17])[CH:13]=2)[CH2:8][NH+:7]1[CH3:20])([OH:3])=[O:2] |f:2.3|. Procedure details: The resulting alkylated ester of formula 32 is then hydrolyzed by warming it in 6N HCl to produce a carboxylic acid/ammonium salt of formula 33 (step 4). For example, 3-carboethoxy-3-[4-(3,4-dimethoxyphenyl)-4-isopropyl-4-cyanobutyl]-6,7-dimethoxy-N-methyl-1,2,3,4-tetrahydroisoquinoline (32) is heated at 35° C. in 6N HCl to produce 3-carboxy-3-[4-(3,4-dimethoxyphenyl)-4-isopropyl-4-cyanobutyl]-6,7-dimethoxy-N-methyl-1,2,3,4-tetrahydroisoquinolinium chloride (33). Product: carboxylic acid ammonium salt, [Cl-].C(=O)(O)C1([NH+](CC2=CC(=C(C=C2C1)OC)OC)C)CCCC(C#N)(C(C)C)C1=CC(=C(C=C1)OC)OC (3-carboxy-3-[4-(3,4-dimethoxyphenyl)-4-isopropyl-4-cyanobutyl]-6,7-dimethoxy-N-methyl-1,2,3,4-tetrahydroisoquinolinium chloride).